From a dataset of the Open Reaction Database (ORD), a public repository of structured organic reaction records. describe an organic reaction: reactants, conditions, products, and yield Reactants: N1CC(C1)N1CCN(CC1)C (1-(Azetidin-3-yl)-4-methylpiperazine), C=1C=CC(=CC1)P(C=2C=CC=CC2)C3=CC=C4C=CC=CC4=C3C5=C6C=CC=CC6=CC=C5P(C=7C=CC=CC7)C=8C=CC=CC8 (BINAP), BrC=1C(=C(C=C(C1)OC(F)F)N(C(OC(C)(C)C)=O)CC1=CC=C(C=C1)OC)Cl (tert-butyl (3-bromo-2-chloro-5-(difluoromethoxy)phenyl)(4-methoxybenzyl)carbamate), C([O-])([O-])=O.[Cs+].[Cs+] (cesium carbonate). Reagents/catalysts: C=1C=CC(=CC1)/C=C/C(=O)/C=C/C2=CC=CC=C2.C=1C=CC(=CC1)/C=C/C(=O)/C=C/C2=CC=CC=C2.C=1C=CC(=CC1)/C=C/C(=O)/C=C/C2=CC=CC=C2.[Pd].[Pd] (Pd2(dba)3). Solvent: C1(=CC=CC=C1)C (toluene). Conditions: temperature 105 celsius. Yields the product ClC1=C(C=C(C=C1N1CC(C1)N1CCN(CC1)C)OC(F)F)N(C(OC(C)(C)C)=O)CC1=CC=C(C=C1)OC (tert-butyl (2-chloro-5-(difluoromethoxy)-3-(3-(4-methylpiperazin-1-yl)azetidin-1-yl)phenyl)(4-methoxybenzyl)carbamate). The yield is 61.7%. As a reaction SMILES: [NH:1]1[CH2:4][CH:3]([N:5]2[CH2:10][CH2:9][N:8]([CH3:11])[CH2:7][CH2:6]2)[CH2:2]1.Br[C:13]1[C:14]([Cl:40])=[C:15]([N:23]([CH2:31][C:32]2[CH:37]=[CH:36][C:35]([O:38][CH3:39])=[CH:34][CH:33]=2)[C:24](=[O:30])[O:25][C:26]([CH3:29])([CH3:28])[CH3:27])[CH:16]=[C:17]([O:19][CH:20]([F:22])[F:21])[CH:18]=1.C(=O)([O-])[O-].[Cs+].[Cs+].C1C=CC(P(C2C(C3C(P(C4C=CC=CC=4)C4C=CC=CC=4)=CC=C4C=3C=CC=C4)=C3C(C=CC=C3)=CC=2)C2C=CC=CC=2)=CC=1>C1(C)C=CC=CC=1.C1C=CC(/C=C/C(/C=C/C2C=CC=CC=2)=O)=CC=1.C1C=CC(/C=C/C(/C=C/C2C=CC=CC=2)=O)=CC=1.C1C=CC(/C=C/C(/C=C/C2C=CC=CC=2)=O)=CC=1.[Pd].[Pd]>[Cl:40][C:14]1[C:13]([N:1]2[CH2:4][CH:3]([N:5]3[CH2:10][CH2:9][N:8]([CH3:11])[CH2:7][CH2:6]3)[CH2:2]2)=[CH:18][C:17]([O:19][CH:20]([F:22])[F:21])=[CH:16][C:15]=1[N:23]([CH2:31][C:32]1[CH:33]=[CH:34][C:35]([O:38][CH3:39])=[CH:36][CH:37]=1)[C:24](=[O:30])[O:25][C:26]([CH3:29])([CH3:28])[CH3:27] |f:2.3.4,7.8.9.10.11|. Procedure details: 1-(Azetidin-3-yl)-4-methylpiperazine (95 mg, 0.609 mmol), tert-butyl (3-bromo-2-chloro-5-(difluoromethoxy)phenyl)(4-methoxybenzyl)carbamate (300 mg, 0.609 mmol), cesium carbonate (397 mg, 1,218 mmol), Pd2(dba)3 (27.9 mg, 0.030 mmol) and BINAP (56.9 mg, 0.091 mmol) were suspended in toluene (6088 μl) at room temperature. The reaction was degassed under vacuum and backfilled with N2 (4 times), and then heated to 105° C. for 4 h. After cooling to room temperature, the reaction mixture was diluted w... The reactants are [I-].C(=O)(OCC)C1=CC=C(C=C1)[Zn+] (4-Carbethoxyphenylzinc iodide), BrC1=CC=C(C#N)C=C1 (4-bromobenzonitrile). The reagents and catalysts are C=1C=CC(=CC1)[P](C=2C=CC=CC2)(C=3C=CC=CC3)[Pd]([P](C=4C=CC=CC4)(C=5C=CC=CC5)C=6C=CC=CC6)([P](C=7C=CC=CC7)(C=8C=CC=CC8)C=9C=CC=CC9)[P](C=1C=CC=CC1)(C=1C=CC=CC1)C=1C=CC=CC1 (Pd(PPh3)4). The solvent is C1CCOC1 (THF). Run at time 3 hour. Yields the product C(#N)C1=CC=C(C=C1)C1=CC=C(C(=O)OCC)C=C1 (Ethyl 4-(4-cyanophenyl)benzoate). Yield: 80.1%. RXN SMILES: [I-].[C:2]([C:7]1[CH:12]=[CH:11][C:10]([Zn+])=[CH:9][CH:8]=1)([O:4][CH2:5][CH3:6])=[O:3].Br[C:15]1[CH:22]=[CH:21][C:18]([C:19]#[N:20])=[CH:17][CH:16]=1>C1C=CC([P]([Pd]([P](C2C=CC=CC=2)(C2C=CC=CC=2)C2C=CC=CC=2)([P](C2C=CC=CC=2)(C2C=CC=CC=2)C2C=CC=CC=2)[P](C2C=CC=CC=2)(C2C=CC=CC=2)C2C=CC=CC=2)(C2C=CC=CC=2)C2C=CC=CC=2)=CC=1.C1COCC1>[C:19]([C:18]1[CH:21]=[CH:22][C:15]([C:10]2[CH:11]=[CH:12][C:7]([C:2]([O:4][CH2:5][CH3:6])=[O:3])=[CH:8][CH:9]=2)=[CH:16][CH:17]=1)#[N:20] |f:0.1,^1:26,28,47,66|. Procedure: 4-Carbethoxyphenylzinc iodide (2.16 mmol, in about 10 mL THF) was transferred via a cannula to a THF solution of 5 mole-% Pd(PPh3)4 (0.127 g, 0.11 mmol) and 4-bromobenzonitrile (0.400 g, 2.19 mmol) at room temperature under an argon atmosphere. The solution was then stirred for 3 hours. The reaction product was isolated by a procedure similar to that described in Example 3. Ethyl 4-(4-cyanophenyl)benzoate (Entry 4 in Table VIII, 0.433 g, 1.73 mmol) in 80% yield was obtained as a crystalline soli... Reactants: [BH3-]C#N, CCCCc1ccc(C=O)c(=O)n1Cc1ccc(-c2ccccc2C#N)cc1, CC(=O)[O-], CC(C)O, [NH4+], [Na+]. The product is CCCCc1ccc(CN)c(=O)n1Cc1ccc(-c2ccccc2C#N)cc1. As a reaction SMILES: [C:34](#[N:35])[BH3-:36].[CH2:1]([CH2:2][CH2:3][CH3:4])[c:5]1[cH:6][cH:7][c:8]([CH:27]=[O:28])[c:9](=[O:26])[n:10]1[CH2:11][c:12]1[cH:13][cH:14][c:15](-[c:18]2[c:19]([C:24]#[N:25])[cH:20][cH:21][cH:22][cH:23]2)[cH:16][cH:17]1.[CH3:30][C:31](=[O:32])[O-:33].[CH:38]([OH:39])([CH3:40])[CH3:41].[NH4+:29].[Na+:37]>>[CH2:1]([CH2:2][CH2:3][CH3:4])[c:5]1[cH:6][cH:7][c:8]([CH2:27][NH2:35])[c:9](=[O:26])[n:10]1[CH2:11][c:12]1[cH:13][cH:14][c:15](-[c:18]2[c:19]([C:24]#[N:25])[cH:20][cH:21][cH:22][cH:23]2)[cH:16][cH:17]1. The reactants are ClC1=CC=C(C=C1)C(NC1=CC=C(C=C1)S(=O)(=O)C)=N (4-chloro-N-[4-(methylsulfonyl)phenyl]benzenecarboximidamide), C([O-])(O)=O.[Na+] (sodium bicarbonate), BrCC(C(=O)OCC)=O (ethyl bromopyruvate). Solvent: C(C)(C)O (isopropanol). Yields the product ClC1=CC=C(C=C1)C=1N(CC(N1)(O)C(=O)OCC)C1=CC=C(C=C1)S(=O)(=O)C (Ethyl [2-(4-chlorophenyl)-4-hydroxy-1-[4-(methylsulfonyl)phenyl]-4,5-dihydro-1H-imidazol-4-yl]carboxylate). As a reaction SMILES: [Cl:1][C:2]1[CH:7]=[CH:6][C:5]([C:8](=[NH:20])[NH:9][C:10]2[CH:15]=[CH:14][C:13]([S:16]([CH3:19])(=[O:18])=[O:17])=[CH:12][CH:11]=2)=[CH:4][CH:3]=1.C(=O)(O)[O-].[Na+].Br[CH2:27][C:28](=[O:34])[C:29]([O:31][CH2:32][CH3:33])=[O:30]>C(O)(C)C>[Cl:1][C:2]1[CH:3]=[CH:4][C:5]([C:8]2[N:9]([C:10]3[CH:15]=[CH:14][C:13]([S:16]([CH3:19])(=[O:17])=[O:18])=[CH:12][CH:11]=3)[CH2:27][C:28]([C:29]([O:31][CH2:32][CH3:33])=[O:30])([OH:34])[N:20]=2)=[CH:6][CH:7]=1 |f:1.2|. Procedure details: A mixture of 4-chloro-N-[4-(methylsulfonyl)phenyl]benzenecarboximidamide (Example 1, step 1) (1.00 g, 3.34 mmol), sodium bicarbonate (544 mg, 6.47 mmol), and ethyl bromopyruvate (1.40 g, 7.19 mmol) in 50 ml of isopropanol was stirred at reflux for 7 hours. After cooling, the mixture was evaporated. The residue was partitioned between dichloromethane and water, and the aqueous layer further extracted with dichloromethane. The combined organic extracts were dried over sodium sulfate, filtered, and...